From a dataset of the Open Reaction Database (ORD), a public repository of structured organic reaction records. describe an organic reaction: reactants, conditions, products, and yield The reactants are C(C)=O (acetaldehyde), C1(=CC=CC=C1)P(C1=CC=CC=C1)C1=CC=CC=C1 (Triphenylphosphine), C([O-])([O-])=O.[K+].[K+] (potassium carbonate), O1C(CCCC1)OCCC1=CC=C(C=C1)CCBr (2-[p-(2-bromoethyl)phenyl]ethyl tetrahydropyranyl ether), [Cl-].[NH4+] (ammonium chloride). The reagents and catalysts are [Pd] (palladium- on-charcoal). Solvent: O1CCCC1 (tetrahydrofuran), C(C)#N (acetonitrile). Reaction conditions: temperature -40 celsius, time 18 hour. The product is C=1C=CC(=CC1)CCO (phenylethanol). RXN SMILES: C1(P(C2C=CC=CC=2)C2C=CC=CC=2)C=CC=CC=1.C(=O)([O-])[O-].[K+].[K+].O1CCCCC1[O:32][CH2:33][CH2:34][C:35]1[CH:40]=[CH:39][C:38](CCBr)=[CH:37][CH:36]=1.C(=O)C.[Cl-].[NH4+]>C(#N)C.O1CCCC1.[Pd]>[CH:38]1[CH:37]=[CH:36][C:35]([CH2:34][CH2:33][OH:32])=[CH:40][CH:39]=1 |f:1.2.3,6.7|. Reported procedure: Triphenylphosphine (8.4 g.) and potassium carbonate (4.9 g.) were added to a stirred solution of 2-[p-(2-bromoethyl)phenyl]ethyl tetrahydropyranyl ether (10 g.) in acetonitrile (200 ml.) and the mixture was heated under reflux for 36 hours, cooled and filtered. The filtrate was evaporated to dryness and the residue was purified by chromatography on a silica gel column using a 10:1 v/v mixture of methylene chloride and methanol as eluant. n-Butyllithium (1.2 ml. of a 1.5 molar solution in hexane)...